Dataset: the Open Reaction Database (ORD), a public repository of structured organic reaction records. Task: describe an organic reaction: reactants, conditions, products, and yield Reactants: C(C1=CC=CC=C1)N1C[C@@H]([C@H](CC1)C(C)N)C1=CC=C(C=C1)Cl (1-[(3S,4S)-1-Benzyl-3-(4-chloro-phenyl)-piperidin-4-yl]-ethylamine), BrC1=NC=C(C=C1)C#N (2-bromo-5-cyano-pyridine), CCN(C(C)C)C(C)C (DIPEA). The solvent is CN(C)C=O (DMF). Reaction conditions: temperature 60 celsius. Yields the product C(C1=CC=CC=C1)N1C[C@@H]([C@H](CC1)C(C)NC1=NC=C(C#N)C=C1)C1=CC=C(C=C1)Cl (6-{1-[(3S,4S)-1-Benzyl-3-(4-chloro-phenyl)-piperidin-4-yl]-ethylamino}-nicotinonitrile). RXN SMILES: [CH2:1]([N:8]1[CH2:13][CH2:12][C@H:11]([CH:14]([NH2:16])[CH3:15])[C@@H:10]([C:17]2[CH:22]=[CH:21][C:20]([Cl:23])=[CH:19][CH:18]=2)[CH2:9]1)[C:2]1[CH:7]=[CH:6][CH:5]=[CH:4][CH:3]=1.Br[C:25]1[CH:30]=[CH:29][C:28]([C:31]#[N:32])=[CH:27][N:26]=1.CCN(C(C)C)C(C)C>CN(C=O)C>[CH2:1]([N:8]1[CH2:13][CH2:12][C@H:11]([CH:14]([NH:16][C:25]2[CH:30]=[CH:29][C:28]([C:31]#[N:32])=[CH:27][N:26]=2)[CH3:15])[C@@H:10]([C:17]2[CH:22]=[CH:21][C:20]([Cl:23])=[CH:19][CH:18]=2)[CH2:9]1)[C:2]1[CH:3]=[CH:4][CH:5]=[CH:6][CH:7]=1. Procedure: A mixture of 610 mg (1.8 mmol) 1-[(3S,4S)-1-Benzyl-3-(4-chloro-phenyl)-piperidin-4-yl]-ethylamine, 1.18 g (2.8 mmol) 2-bromo-5-cyano-pyridine and 0.838 g (2.8 mmol) DIPEA in 3.5 mL DMF was heated to 60° C. for 3 days. The mixture was evaporated, Na2CO3aq. was added and the mixture was extracted with ethyl acetate. The combined organic phases were dried with Na2SO4 and evaporated to dryness. The residue was purified by column chromatography on silica eluting with a gradient formed from DCM, metha...